Dataset: the Open Reaction Database (ORD), a public repository of structured organic reaction records. Task: describe an organic reaction: reactants, conditions, products, and yield Starting materials: O=C(O)c1cccc(S(=O)(=O)Cl)c1, N#CC=CS(=O)(=O)c1ccc(N)cc1, C1COCCO1, c1ccncc1. Yields the product N#CC=CS(=O)(=O)c1ccc(NS(=O)(=O)c2cccc(C(=O)O)c2)cc1. RXN SMILES: [C:21](=[O:22])([OH:23])[c:24]1[cH:25][c:26]([S:30](=[O:31])(=[O:32])[Cl:33])[cH:27][cH:28][cH:29]1.[NH2:1][c:2]1[cH:3][cH:4][c:5]([S:8](=[O:9])(=[O:10])[CH:11]=[CH:12][C:13]#[N:14])[cH:6][cH:7]1.[O:34]1[CH2:35][CH2:36][O:37][CH2:38][CH2:39]1.[cH:15]1[cH:16][cH:17][n:18][cH:19][cH:20]1>>[NH:1]([c:2]1[cH:3][cH:4][c:5]([S:8](=[O:9])(=[O:10])[CH:11]=[CH:12][C:13]#[N:14])[cH:6][cH:7]1)[S:30]([c:26]1[cH:25][c:24]([C:21](=[O:22])[OH:23])[cH:29][cH:28][cH:27]1)(=[O:31])=[O:32]. The reactants are FC1=CC=C(OC2=CC=C(O2)C=C(Br)Br)C=C1 (2-[5-(4-fluorophenoxy)-2-furyl]-1,1-dibromoethene), C(CCC)[Li] (n-butyl lithium), [Cl-].[NH4+] (ammonium chloride). Solvent: C1CCOC1 (THF). Conditions: temperature -78 celsius, time 0.5 hour. The product is FC1=CC=C(OC2=CC=C(O2)C#C)C=C1 (2-[5-(4-fluorophenoxy)-2-furyl]-ethyne). The yield is 50.4%. RXN SMILES: [F:1][C:2]1[CH:17]=[CH:16][C:5]([O:6][C:7]2[O:11][C:10]([CH:12]=[C:13](Br)Br)=[CH:9][CH:8]=2)=[CH:4][CH:3]=1.C([Li])CCC.[Cl-].[NH4+]>C1COCC1>[F:1][C:2]1[CH:17]=[CH:16][C:5]([O:6][C:7]2[O:11][C:10]([C:12]#[CH:13])=[CH:9][CH:8]=2)=[CH:4][CH:3]=1 |f:2.3|. Reported procedure: To a stirred -78° C. solution in THF (200 mL) under argon of 2-[5-(4-fluorophenoxy)-2-furyl]-1,1-dibromoethene (23.1 g, 63.81 mmol), prepared as in step 2, was added n-butyl lithium (51.0 mL, 127.62 mmol, 2.5M in hexanes). The reaction was stirred for 0.5 hours at -78° C. Aqueous ammonium chloride was added to the cold reaction, the ice bath was removed and the reaction mixture allowed to warm to room temperature. The majority of THF was removed in vacuo. The resulting mixture was partitioned be... Starting materials: C(C(=C)C)(=O)N (methacrylic acid amide), C(C(=C)C)(=O)OC (methyl methacrylate), C(=O)N (formamide). Product: COC(C(=O)OC)(C)C (methyl α-methoxyisobutyrate). Yield: 8.0%. Reaction SMILES: [C:1](N)(=[O:5])C(C)=C.[C:7]([O:12][CH3:13])(=[O:11])[C:8]([CH3:10])=[CH2:9].C(N)=O>>[CH3:1][O:5][C:8]([CH3:10])([CH3:9])[C:7]([O:12][CH3:13])=[O:11]. Procedure: The reaction product was cooled, and analyzed by gas chromatography. This analysis showed that the conversion of methacrylic acid amide was 94%, the selectivity of methyl methacrylate based on methacrylic acid amide was 91%, and the selectivity of formamide was 98%. In addition, 8% of methyl α-methoxyisobutyrate was obtained in a yield of 8%. Starting materials: 2-[, COCOC1=C(C=CC=C1)C(C1=C(C=CC=C1)OCOC)N(C(C1=CC=CC=C1)C1=CC=CC=C1)CC1=CC=CC=C1 (bis(methoxymethoxyphenyl)methyl-N-(diphenylmethyl)benzylamine), NC(C1=CC=CC=C1)C1=CC=CC=C1 (aminodiphenylmethane), CCOCC (ether), Cl (hydrochloric acid). Product: Cl.OC1=C(C=CC=C1)CC(C1=CC=CC=C1)(NC(C1=CC=CC=C1)C1=CC=CC=C1)CC1=C(C=CC=C1)O (Bis((hydroxyphenyl)methyl]-N-(diphenylmethyl)benzylamine hydrochloride). Procedure details: At first, 4.88 g of 2-[bis(methoxymethoxyphenyl)methyl-N-(diphenylmethyl)benzylamine was obtained in a similar manner as in Example 77, except that aminodiphenylmethane was used in place of cyclooctylamine. The compound was then dissolved in ethyl acetate saturated with hydrochloric acid. The mixture was stirred for 10 minutes, and then ether was added to the mixture. Precipitates were collected by filtration and then dried to afford 1.3 g of the desired compound of hydrochloride (Compound 87). Solvent: C(C)(=O)OCC (ethyl acetate). Reaction SMILES: COCO[C:5]1[CH:10]=[CH:9][CH:8]=[CH:7][C:6]=1[CH:11](N(CC1C=CC=CC=1)C(C1C=CC=CC=1)C1C=CC=CC=1)[C:12]1[CH:17]=[CH:16][CH:15]=[CH:14][C:13]=1[O:18]COC.[NH2:43][CH:44]([C:51]1[CH:56]=[CH:55][CH:54]=[CH:53][CH:52]=1)[C:45]1[CH:50]=[CH:49][CH:48]=[CH:47][CH:46]=1.CC[O:59][CH2:60][CH3:61].[ClH:62]>C(OCC)(=O)C>[ClH:62].[OH:18][C:13]1[CH:14]=[CH:15][CH:16]=[CH:17][C:12]=1[CH2:11][C:6]([CH2:7][C:8]1[CH:9]=[CH:10][CH:5]=[CH:61][C:60]=1[OH:59])([NH:43][CH:44]([C:45]1[CH:50]=[CH:49][CH:48]=[CH:47][CH:46]=1)[C:51]1[CH:56]=[CH:55][CH:54]=[CH:53][CH:52]=1)[C:5]1[CH:10]=[CH:9][CH:8]=[CH:7][CH:6]=1 |f:5.6|. Reaction conditions: time 10 minute.